Dataset: the Open Reaction Database (ORD), a public repository of structured organic reaction records. Task: describe an organic reaction: reactants, conditions, products, and yield Starting materials: O=C(O)C1CC(=Cc2ccc(Cl)cc2)CN1C(=O)OCc1ccccc1, CCO, [H][H], O=[Pt]=O. The product is O=C(O)C1CC(Cc2ccc(Cl)cc2)CN1C(=O)OCc1ccccc1. As a reaction SMILES: [C:1](=[O:2])([O:3][CH2:4][c:5]1[cH:6][cH:7][cH:8][cH:9][cH:10]1)[N:11]1[CH:12]([C:13](=[O:14])[OH:15])[CH2:16][C:17](=[CH:19][c:20]2[cH:21][cH:22][c:23]([Cl:26])[cH:24][cH:25]2)[CH2:18]1.[CH3:29][CH2:30][OH:31].[H:27][H:28].[Pt:32](=[O:33])=[O:34]>>[C:1](=[O:2])([O:3][CH2:4][c:5]1[cH:6][cH:7][cH:8][cH:9][cH:10]1)[N:11]1[CH:12]([C:13](=[O:14])[OH:15])[CH2:16][CH:17]([CH2:19][c:20]2[cH:21][cH:22][c:23]([Cl:26])[cH:24][cH:25]2)[CH2:18]1. Reactants: C(C)C=1C=CC(=NC1)C (5-ethyl-2-methylpyridine), CS(=O)(=O)O (methane sulfonic acid), C1(=CC=CC=C1)CCCCOC1=CC=C(C(=O)NC2=CC=CC=3C(C=C(OC32)C(=O)OCC)=O)C=C1 (8-[4-(4-phenyl-1-butoxy)benzoyl]amino-2-ethoxycarbonyl-4-oxo-4H-benzopyran). Run in CO (methanol), CO (methanol). Conditions: temperature 80 celsius, time 3 hour. The product is C1(=CC=CC=C1)CCCCOC1=CC=C(C(=O)NC2=CC=CC=3C(C=C(OC32)C(N)=O)=O)C=C1 (8-[4-(4-phenyl-1-butoxy)benzoyl]amino-2-carbamoyl-4-oxo-4H-benzopyran). Yield: 99.0%. As a reaction SMILES: C(C1C=CC(C)=[N:7]C=1)C.[C:10]1([CH2:16][CH2:17][CH2:18][CH2:19][O:20][C:21]2[CH:45]=[CH:44][C:24]([C:25]([NH:27][C:28]3[C:37]4[O:36][C:35]([C:38](OCC)=[O:39])=[CH:34][C:33](=[O:43])[C:32]=4[CH:31]=[CH:30][CH:29]=3)=[O:26])=[CH:23][CH:22]=2)[CH:15]=[CH:14][CH:13]=[CH:12][CH:11]=1.CS(O)(=O)=O>CO>[C:10]1([CH2:16][CH2:17][CH2:18][CH2:19][O:20][C:21]2[CH:45]=[CH:44][C:24]([C:25]([NH:27][C:28]3[C:37]4[O:36][C:35]([C:38](=[O:39])[NH2:7])=[CH:34][C:33](=[O:43])[C:32]=4[CH:31]=[CH:30][CH:29]=3)=[O:26])=[CH:23][CH:22]=2)[CH:15]=[CH:14][CH:13]=[CH:12][CH:11]=1. Procedure: To a mixture containing 120 ml of 5-ethyl-2-methylpyridine and 75 ml of methanol was added 29.5 g of 8-[4-(4-phenyl-1-butoxy)benzoyl]amino-2-ethoxycarbonyl-4-oxo-4H-benzopyran, into which 8.2 g of ammonia gas was bubbled around 0° C., and the mixture was stirred below 30° C. for 3 hours. Then, the temperature was increased to 80° C., and excess ammonia and part of the methanol were removed and recovered into methanol in another vessel. The recovered ammonia and/or methanol can be used again in t... The reactants are CCc1cccc(C(=O)O)c1, CN(C)C=O, O=S(Cl)Cl. Yields the product CCc1cccc(C(=O)Cl)c1. As a reaction SMILES: [CH2:1]([CH3:2])[c:3]1[cH:4][c:5]([C:6](=[O:7])[OH:8])[cH:9][cH:10][cH:11]1.[CH3:16][N:17]([CH3:18])[CH:19]=[O:20].[S:12]([Cl:13])([Cl:14])=[O:15]>>[CH2:1]([CH3:2])[c:3]1[cH:4][c:5]([C:6](=[O:7])[Cl:14])[cH:9][cH:10][cH:11]1. Product: CC(CC(=O)O)NCCO. The reactants are CC=CC(=O)O, NCCO, c1ccncc1. Reaction SMILES: [C:1]([CH:2]=[CH:3][CH3:4])(=[O:5])[OH:6].[NH2:7][CH2:8][CH2:9][OH:10].[cH:11]1[cH:12][cH:13][n:14][cH:15][cH:16]1>>[C:1]([CH2:2][CH:3]([CH3:4])[NH:7][CH2:8][CH2:9][OH:10])(=[O:5])[OH:6]. As a reaction SMILES: [CH3:25][CH2:26][OH:27].[CH3:29][C:30](=[O:31])[OH:32].[Fe:28].[N+:1]([O-:2])(=[O:3])[c:4]1[cH:5][c:6]([C:17](=[O:18])[c:19]2[cH:20][cH:21][cH:22][cH:23][cH:24]2)[cH:7][cH:8][c:9]1[NH:10][c:11]1[cH:12][cH:13][cH:14][cH:15][cH:16]1>>[NH2:1][c:4]1[cH:5][c:6]([C:17](=[O:18])[c:19]2[cH:20][cH:21][cH:22][cH:23][cH:24]2)[cH:7][cH:8][c:9]1[NH:10][c:11]1[cH:12][cH:13][cH:14][cH:15][cH:16]1. Starting materials: CCO, CC(=O)O, [Fe], O=C(c1ccccc1)c1ccc(Nc2ccccc2)c([N+](=O)[O-])c1. The product is Nc1cc(C(=O)c2ccccc2)ccc1Nc1ccccc1.